From a dataset of the Open Reaction Database (ORD), a public repository of structured organic reaction records. describe an organic reaction: reactants, conditions, products, and yield The reactants are N1=CC=C(C=C1)N1CCC2(OCCO2)CC1 (8-(4-pyridyl)-1,4-dioxa-8-azaspiro[4.5]decane), Cl (hydrochloric acid). Solvent: CC(=O)C (acetone). Run at temperature 50 celsius, time 20 minute. Product: N1=CC=C(C=C1)N1CCC(CC1)=O (1-(4-Pyridyl)-4-piperidone). Isolated yield 86.5%. Reaction SMILES: [N:1]1[CH:6]=[CH:5][C:4]([N:7]2[CH2:16][CH2:15][C:10]3(OCC[O:11]3)[CH2:9][CH2:8]2)=[CH:3][CH:2]=1.Cl>CC(C)=O>[N:1]1[CH:6]=[CH:5][C:4]([N:7]2[CH2:16][CH2:15][C:10](=[O:11])[CH2:9][CH2:8]2)=[CH:3][CH:2]=1. Procedure details: A solution of 8-(4-pyridyl)-1,4-dioxa-8-azaspiro[4.5]decane (172 g) in acetone (700 ml) was combined with 4N hydrochloric acid (700 ml) and stirred at 50° C. for 20 minutes. Acetone was distilled off, and the residue was made alkaline by an addition of an aqueous solution of sodium hydroxide, and then extracted with dichloromethane. After drying and concentrating, the resultant residue was crystallized from ether, collected by filtration and dried to obtain the title compound (119 g) as a pale y...